From a dataset of the Open Reaction Database (ORD), a public repository of structured organic reaction records. describe an organic reaction: reactants, conditions, products, and yield Starting materials: CC(C)CCCC(C)C1CC(=O)C2=C3CCC4CC(OC(=O)c5ccccc5)CCC4(C)C3CCC21C, O=C([O-])[O-], CCCCCCC, CO, [K+], [K+], O. The product is CC(C)CCCC(C)C1CC(=O)C2=C3CCC4CC(O)CCC4(C)C3CCC21C. As a reaction SMILES: [C:1](=[O:2])([c:3]1[cH:4][cH:5][cH:6][cH:7][cH:8]1)[O:9][CH:10]1[CH2:11][CH:12]2[CH2:13][CH2:14][C:15]3=[C:16]4[C:17](=[O:37])[CH2:18][CH:19]([CH:20]([CH2:21][CH2:22][CH2:23][CH:24]([CH3:25])[CH3:26])[CH3:27])[C:28]4([CH3:36])[CH2:29][CH2:30][CH:31]3[C:32]2([CH3:35])[CH2:33][CH2:34]1.[C:38](=[O:39])([O-:40])[O-:41].[CH3:45][CH2:46][CH2:47][CH2:48][CH2:49][CH2:50][CH3:51].[CH3:52][OH:53].[K+:42].[K+:43].[OH2:44]>>[OH:9][CH:10]1[CH2:11][CH:12]2[CH2:13][CH2:14][C:15]3=[C:16]4[C:17](=[O:37])[CH2:18][CH:19]([CH:20]([CH2:21][CH2:22][CH2:23][CH:24]([CH3:25])[CH3:26])[CH3:27])[C:28]4([CH3:36])[CH2:29][CH2:30][CH:31]3[C:32]2([CH3:35])[CH2:33][CH2:34]1. The reactants are NC=1N=C(C2=CC=CC=C2C1)Br (3-Amino-1-bromoisoquinoline), C(C)N1CCNCC1 (1-ethylpiperazine), C([O-])([O-])=O.[K+].[K+] (potassium carbonate). The solvent is CN(C=O)C (N,N-dimethylformamide). Yields the product NC=1N=C(C2=CC=CC=C2C1)N1CCN(CC1)CC (3-amino-1-(4-ethylpiperazin-1-yl)isoquinoline). Isolated yield 38.0%. RXN SMILES: [NH2:1][C:2]1[N:3]=[C:4](Br)[C:5]2[C:10]([CH:11]=1)=[CH:9][CH:8]=[CH:7][CH:6]=2.[CH2:13]([N:15]1[CH2:20][CH2:19][NH:18][CH2:17][CH2:16]1)[CH3:14].C(=O)([O-])[O-].[K+].[K+]>CN(C)C=O>[NH2:1][C:2]1[N:3]=[C:4]([N:18]2[CH2:19][CH2:20][N:15]([CH2:13][CH3:14])[CH2:16][CH2:17]2)[C:5]2[C:10]([CH:11]=1)=[CH:9][CH:8]=[CH:7][CH:6]=2 |f:2.3.4|. Procedure details: 3-Amino-1-bromoisoquinoline (10.3 g) and 1-ethylpiperazine (10.5 g) were reacted in the presence of potassium carbonate (13.8 g) in N,N-dimethylformamide (80 ml) at room temperature for 3 days. The reaction solution was concentrated, followed by the addition of purified water (500 ml), and the resulting mixture was stirred under ice-cooling for 1 hr. The resulting ocherous precipitates were collected by filtration, washed with a small amount of ice-water and hexane, and then dried at 50° C. unde... Starting materials: CCOc1ccc2nc(N)sc2c1, CC#N, S=C(n1ccnc1)n1ccnc1. Yields the product CCOc1ccc2nc(NC(=S)n3ccnc3)sc2c1. Reaction SMILES: [CH2:1]([CH3:2])[O:3][c:4]1[cH:5][c:6]2[c:7]([n:8][c:9]([NH2:11])[s:10]2)[cH:12][cH:13]1.[CH3:26][C:27]#[N:28].[n:14]1([C:19](=[S:20])[n:21]2[cH:22][cH:23][n:24][cH:25]2)[cH:15][n:16][cH:17][cH:18]1>>[CH2:1]([CH3:2])[O:3][c:4]1[cH:5][c:6]2[c:7]([n:8][c:9]([NH:11][C:19]([n:14]3[cH:15][n:16][cH:17][cH:18]3)=[S:20])[s:10]2)[cH:12][cH:13]1. Reactants: CCO, CCOC(C)=O, O=[N+]([O-])c1cccc(N2CCOCC2)c1. Yields the product Nc1cccc(N2CCOCC2)c1. Reaction SMILES: [CH3:16][CH2:17][OH:18].[CH3:19][CH2:20][O:21][C:22](=[O:23])[CH3:24].[O:1]1[CH2:2][CH2:3][N:4]([c:7]2[cH:8][c:9]([N+:13]([O-:14])=[O:15])[cH:10][cH:11][cH:12]2)[CH2:5][CH2:6]1>>[O:1]1[CH2:2][CH2:3][N:4]([c:7]2[cH:8][c:9]([NH2:13])[cH:10][cH:11][cH:12]2)[CH2:5][CH2:6]1.